Dataset: the Open Reaction Database (ORD), a public repository of structured organic reaction records. Task: describe an organic reaction: reactants, conditions, products, and yield Starting materials: Cl (hydrochloric acid), ClC1=CC(=C(C=C1)S(=O)(=O)NC1=C(C(=C(C=C1)F)NC1=NC=CC=C1C1=C2N=CN(C2=NC=N1)C1OCCCC1)F)F (4-chloro-N-(2,4-difluoro-3-(3-(9-(tetrahydro-2H-pyran-2-yl)-9H-purin-6-yl)pyridin-2-ylamino)phenyl)-2-fluorobenzenesulfonamide), target compound. Conditions: time 2 hour. Yields the product N1=CN=C2NC=NC2=C1C=1C(=NC=CC1)NC=1C(=C(C=CC1F)NS(=O)(=O)C1=C(C=C(C=C1)Cl)F)F (N-(3-(3-(9H-purin-6-yl)pyridin-2-ylamino)-2,4-difluorophenyl)-4-chloro-2-fluorobenzenesulfonamide). Yield: 88.0%. Reaction SMILES: Cl.[Cl:2][C:3]1[CH:8]=[CH:7][C:6]([S:9]([NH:12][C:13]2[CH:18]=[CH:17][C:16]([F:19])=[C:15]([NH:20][C:21]3[C:26]([C:27]4[N:35]=[CH:34][N:33]=[C:32]5[C:28]=4[N:29]=[CH:30][N:31]5C4CCCCO4)=[CH:25][CH:24]=[CH:23][N:22]=3)[C:14]=2[F:42])(=[O:11])=[O:10])=[C:5]([F:43])[CH:4]=1>>[N:35]1[C:27]([C:26]2[C:21]([NH:20][C:15]3[C:14]([F:42])=[C:13]([NH:12][S:9]([C:6]4[CH:7]=[CH:8][C:3]([Cl:2])=[CH:4][C:5]=4[F:43])(=[O:11])=[O:10])[CH:18]=[CH:17][C:16]=3[F:19])=[N:22][CH:23]=[CH:24][CH:25]=2)=[C:28]2[C:32]([NH:31][CH:30]=[N:29]2)=[N:33][CH:34]=1. Procedure: 1M aqueous hydrochloric acid solution was added into the 4-chloro-N-(2,4-difluoro-3-(3-(9-(tetrahydro-2H-pyran-2-yl)-9H-purin-6-yl)pyridin-2-ylamino)phenyl)-2-fluorobenzenesulfonamide (20 mg, 0.032 mmol) prepared at Step 10 and stirred for 2 hours. After the reaction, the reactant was washed with an aqueous solution of sodium hydrogen carbonate and salt water. After extraction with ethylacetate, the organic layer was dried with sulfuric anhydride magnesium and vacuum concentrated, and then refin... Starting materials: [OH-].[Na+] (NaOH), COC(=O)O[C@H]1[C@@H](O[C@@H]([C@H]1OC(=O)OC)C)N1C(=O)N=C(NC(=O)OCCCCC)C(=C1)F (2′,3′-di-O-methoxycarbonyl-5′-deoxy-5-fluoro-N4-(pentyloxycarbonyl) cytidine), CO (methanol), [OH-].[Na+] (NaOH), Cl (HCl). The solvent is O (water). Conditions: temperature -2.5 celsius. The product is FC=1C(=NC(N([C@H]2[C@H](O)[C@H](O)[C@@H](C)O2)C1)=O)NC(=O)OCCCCC (5′-deoxy-5-fluoro-N4-(pentyloxycarbonyl)cytidine). Isolated yield 88.2%. RXN SMILES: COC([O:5][C@@H:6]1[C@H:10]([O:11]C(OC)=O)[C@@H:9]([CH3:16])[O:8][C@H:7]1[N:17]1[CH:32]=[C:31]([F:33])[C:21]([NH:22][C:23]([O:25][CH2:26][CH2:27][CH2:28][CH2:29][CH3:30])=[O:24])=[N:20][C:18]1=[O:19])=O.CO.[OH-].[Na+].Cl>O>[F:33][C:31]1[C:21]([NH:22][C:23]([O:25][CH2:26][CH2:27][CH2:28][CH2:29][CH3:30])=[O:24])=[N:20][C:18](=[O:19])[N:17]([CH:32]=1)[C@@H:7]1[O:8][C@H:9]([CH3:16])[C@@H:10]([OH:11])[C@H:6]1[OH:5] |f:2.3|. Procedure details: 42.9 g of the compound obtained in Example 3 was added to 215 ml of methanol, and the mixture was stirred and cooled to −5 to 0° C. 10.8 g of NaOH was dissolved in 107 ml of water, and NaOH solution was added thereto while maintaining the reaction mixture temperature at less than 0° C. The resulting mixture was stirred for 30 min, and 48 ml of 6 N HCl was added dropwise thereto until the pH of the reaction mixture became 5.3. The resulting mixture was successively washed twice with 215 ml of dic...